From a dataset of the Open Reaction Database (ORD), a public repository of structured organic reaction records. describe an organic reaction: reactants, conditions, products, and yield The reactants are BrCC(=O)OCC (ethyl bromoacetate), NC[C@H]1CN([C@@H]2CC3=CNC4=CC=CC([C@H]2C1)=C34)C (8β-aminomethyl-6-methyl-ergoline). Run in CN(C=O)C (dimethylformamide), CN(C=O)C (dimethylformamide). Yields the product CN1C[C@@H](C[C@@H]2C=3C=CC=C4NC=C(C[C@@H]12)C34)CNCC(=O)OCC (6-methyl-8β-(N-ethoxycarbonylmethyl-aminomethyl)-ergoline). Isolated yield 72.0%. Reaction SMILES: Br[CH2:2][C:3]([O:5][CH2:6][CH3:7])=[O:4].[NH2:8][CH2:9][C@@H:10]1[CH2:24][C@H:23]2[C@@H:13]([CH2:14][C:15]3[C:25]4[C:18](=[CH:19][CH:20]=[CH:21][C:22]2=4)[NH:17][CH:16]=3)[N:12]([CH3:26])[CH2:11]1>CN(C)C=O>[CH3:26][N:12]1[C@H:13]2[C@@H:23]([C:22]3[CH:21]=[CH:20][CH:19]=[C:18]4[C:25]=3[C:15]([CH2:14]2)=[CH:16][NH:17]4)[CH2:24][C@@H:10]([CH2:9][NH:8][CH2:2][C:3]([O:5][CH2:6][CH3:7])=[O:4])[CH2:11]1. Procedure details: A solution of 1.3 ml of ethyl bromoacetate in 30 ml of dimethylformamide was added to a warmed solution of 6 g of 8β-aminomethyl-6-methyl-ergoline in 90 ml of dimethylformamide. At the end of the reaction, the solution was reduced in volume by evaporation in vacuo, poured into iced water and extracted with chloroform. The organic layer was removed in vacuo and the residue was purified by column chromatography on silica gel, using ethyl acetate:methanol (9:1 by volume) as eluent, to give 3.5 g of...